From a dataset of the Open Reaction Database (ORD), a public repository of structured organic reaction records. describe an organic reaction: reactants, conditions, products, and yield Reactants: N (Ammonia), ClC1(C(C1(C)C)CCC(C#C)(O)C)Cl (5-(2',2'-dichloro-3',3'-dimethylcyclopropyl)-3-methyl-1-pentyn-3-ol), [Na] (Sodium). Solvent: CCOCC (ether). The product is CC1(C(C1)CCC(C#C)(O)C)C (5-(2',2'-dimethylcyclopropyl)-3-methyl-1-pentyn-3-ol). The yield is 86.4%. RXN SMILES: N.Cl[C:3]1(Cl)[C:5]([CH3:7])([CH3:6])[CH:4]1[CH2:8][CH2:9][C:10]([CH3:14])([OH:13])[C:11]#[CH:12].[Na]>CCOCC>[CH3:6][C:5]1([CH3:7])[CH2:3][CH:4]1[CH2:8][CH2:9][C:10]([CH3:14])([OH:13])[C:11]#[CH:12] |^1:15|. Procedure details: Ammonia, 1 l, is placed in a reaction flask. A solution of 150 g (0.63 mol) of 5-(2',2'-dichloro-3',3'-dimethylcyclopropyl)-3-methyl-1-pentyn-3-ol dissolved in 750 ml of ether is added dropwise. Sodium (62 g, 2.7 mol) in small portions is added at -30° to -35° within 21/2 hours until the blue coloration persists. The ammonia is evaporated and 1.5 liters of hexane are added dropwise followed by the addition of 100 ml of ethanol. The reaction mixture is poured into a mixture of 150 ml of acetic ac... The reactants are [Li]CCCC, CN(CC=CC#CC(C)(C)C)Cc1cccc(Br)c1, CCCCCC, CC(=O)C(C)C, [Cl-], [NH4+], C1CCOC1, O. The product is CC(C)C(C)(O)c1cccc(CN(C)CC=CC#CC(C)(C)C)c1. Reaction SMILES: [CH2:20]([Li:21])[CH2:22][CH2:23][CH3:24].[CH3:1][C:2]([C:3]#[C:4][CH:5]=[CH:6][CH2:7][N:8]([CH3:9])[CH2:10][c:11]1[cH:12][c:13]([Br:17])[cH:14][cH:15][cH:16]1)([CH3:18])[CH3:19].[CH3:25][CH2:26][CH2:27][CH2:28][CH2:29][CH3:30].[CH3:31][CH:32]([C:33]([CH3:34])=[O:35])[CH3:36].[Cl-:37].[NH4+:38].[O:39]1[CH2:40][CH2:41][CH2:42][CH2:43]1.[OH2:44]>>[CH3:1][C:2]([C:3]#[C:4][CH:5]=[CH:6][CH2:7][N:8]([CH3:9])[CH2:10][c:11]1[cH:12][c:13]([C:33]([CH:32]([CH3:31])[CH3:36])([CH3:34])[OH:35])[cH:14][cH:15][cH:16]1)([CH3:18])[CH3:19]. Reaction SMILES: [Br:11][CH2:12][C:13](=[O:14])[N:15]1[CH:16]([C:21]#[N:22])[CH2:17][CH:18]([F:20])[CH2:19]1.[NH2:1][C:2]12[CH2:3][CH2:4][C:5]([CH3:10])([CH2:6][CH2:7]1)[CH2:8][CH2:9]2>>[NH:1]([C:2]12[CH2:3][CH2:4][C:5]([CH3:10])([CH2:6][CH2:7]1)[CH2:8][CH2:9]2)[CH2:12][C:13](=[O:14])[N:15]1[CH:16]([C:21]#[N:22])[CH2:17][CH:18]([F:20])[CH2:19]1. Starting materials: N#CC1CC(F)CN1C(=O)CBr, CC12CCC(N)(CC1)CC2. Yields the product CC12CCC(NCC(=O)N3CC(F)CC3C#N)(CC1)CC2. Reactants: ClC1=C(C=CC=C1)S(=O)(=O)[C@@H]1C[C@H](N(C1)C(CC(C)=O)=S)C(=O)OC ((2S,4R)-methyl 4-(2-chlorophenylsulfonyl)-1-(3-oxobutanethioyl)pyrrolidine-2-carboxylate), FC(C(=O)O)(F)F.S1CCC(CC1)NN ((tetrahydro-2H-thiopyran-4-yl)hydrazine 2,2,2-trifluoroacetate). Product: COC(=O)[C@H]1N(C[C@@H](C1)S(=O)(=O)C1=C(C=CC=C1)Cl)C1=CC(=NN1C1CCSCC1)C ((2S,4R)-4-(2-Chlorophenylsulfonyl)-1-(3-methyl-1-(tetrahydro-2H-thiopyran-4-yl)-1H-pyrazol-5-yl)pyrrolidine-2-carboxylic acid methyl ester). RXN SMILES: [Cl:1][C:2]1[CH:7]=[CH:6][CH:5]=[CH:4][C:3]=1[S:8]([C@H:11]1[CH2:15][N:14]([C:16](=S)[CH2:17][C:18](=O)[CH3:19])[C@H:13]([C:22]([O:24][CH3:25])=[O:23])[CH2:12]1)(=[O:10])=[O:9].FC(F)(F)C(O)=O.[S:33]1[CH2:38][CH2:37][CH:36]([NH:39][NH2:40])[CH2:35][CH2:34]1>>[CH3:25][O:24][C:22]([C@@H:13]1[CH2:12][C@@H:11]([S:8]([C:3]2[CH:4]=[CH:5][CH:6]=[CH:7][C:2]=2[Cl:1])(=[O:10])=[O:9])[CH2:15][N:14]1[C:16]1[N:39]([CH:36]2[CH2:37][CH2:38][S:33][CH2:34][CH2:35]2)[N:40]=[C:18]([CH3:19])[CH:17]=1)=[O:23] |f:1.2|. Reported procedure: In analogy to the procedure described in example 192 h, (2S,4R)-methyl 4-(2-chlorophenylsulfonyl)-1-(3-oxobutanethioyl)pyrrolidine-2-carboxylate (example 253c) was reacted with (tetrahydro-2H-thiopyran-4-yl)hydrazine 2,2,2-trifluoroacetate (CAS Reg. No. 693287-87-5) to give the title compound as yellow foam. MS (ESI): m/z=484.1 [M+H]+. The reactants are ClC1=NC=CC(=N1)C1=CN=C2N1C=CC(=N2)C(C)(O[Si](CC)(CC)CC)C (3-(2-Chloropyrimidin-4-yl)-7-(1-methyl-1-triethylsilanyloxyethyl)imidazo[1,2-α]pyrimidine), CC1(OB(OC1(C)C)C=1SC=CC1C#N)C (2-(4,4,5,5-tetramethyl-[1,3,2]dioxaborolan-2-yl)thiophene-3-carbonitrile), BrC=1SC=CC1C#N (2-bromothiophene-3-carbonitrile). Product: CC(C)(O[Si](CC)(CC)CC)C1=NC=2N(C=C1)C(=CN2)C2=NC(=NC=C2)C=2SC=CC2C#N (2-{4-[7-(1-methyl-1-triethylsilanyloxyethyl)imidazo[1,2-α]pyrimidin-3-yl]pyrimidin-2-yl}thiophene-3-carbonitrile). As a reaction SMILES: Cl[C:2]1[N:7]=[C:6]([C:8]2[N:12]3[CH:13]=[CH:14][C:15]([C:17]([CH3:27])([O:19][Si:20]([CH2:25][CH3:26])([CH2:23][CH3:24])[CH2:21][CH3:22])[CH3:18])=[N:16][C:11]3=[N:10][CH:9]=2)[CH:5]=[CH:4][N:3]=1.CC1(C)C(C)(C)OB([C:36]2[S:37][CH:38]=[CH:39][C:40]=2[C:41]#[N:42])O1.BrC1SC=CC=1C#N>>[CH3:18][C:17]([C:15]1[CH:14]=[CH:13][N:12]2[C:8]([C:6]3[CH:5]=[CH:4][N:3]=[C:2]([C:36]4[S:37][CH:38]=[CH:39][C:40]=4[C:41]#[N:42])[N:7]=3)=[CH:9][N:10]=[C:11]2[N:16]=1)([O:19][Si:20]([CH2:25][CH3:26])([CH2:23][CH3:24])[CH2:21][CH3:22])[CH3:27]. Procedure details: 3-(2-Chloropyrimidin-4-yl)-7-(1-methyl-1-triethylsilanyloxyethyl)imidazo[1,2-α]pyrimidine was reacted with 2-(4,4,5,5-tetramethyl-[1,3,2]dioxaborolan-2-yl)thiophene-3-carbonitrile (synthesised from 2-bromothiophene-3-carbonitrile following the procedure in Example 21) by the method of Example 35 to afford 2-{4-[7-(1-methyl-1-triethylsilanyloxyethyl)imidazo[1,2-α]pyrimidin-3-yl]pyrimidin-2-yl}thiophene-3-carbonitrile as a white solid: δH (400 MHz, CDCl3) 0.67 (6H, q, J 8.1), 0.99 (9H, t, J 8.0), ...